From a dataset of the Open Reaction Database (ORD), a public repository of structured organic reaction records. describe an organic reaction: reactants, conditions, products, and yield Reaction SMILES: [CH3:38][c:39]1[cH:40][cH:41][cH:42][cH:43][cH:44]1.[Cl:7][c:8]1[c:9]([C:10](=[O:11])[O:12][CH:13]([CH3:14])[CH3:15])[cH:16][c:17](-[n:21]2[c:22](=[O:32])[nH:23][c:24]([C:28]([F:29])([F:30])[F:31])[cH:25][c:26]2=[O:27])[c:18]([F:20])[cH:19]1.[P:33]([Cl:34])([Cl:35])([Cl:36])=[O:37].[cH:1]1[cH:2][cH:3][n:4][cH:5][cH:6]1>>[Cl:7][c:8]1[c:9]([C:10](=[O:11])[O:12][CH:13]([CH3:14])[CH3:15])[cH:16][c:17](-[n:21]2[c:22]([Cl:35])[n:23][c:24]([C:28]([F:29])([F:30])[F:31])[cH:25][c:26]2=[O:27])[c:18]([F:20])[cH:19]1. Starting materials: Cc1ccccc1, CC(C)OC(=O)c1cc(-n2c(=O)cc(C(F)(F)F)[nH]c2=O)c(F)cc1Cl, O=P(Cl)(Cl)Cl, c1ccncc1. Product: CC(C)OC(=O)c1cc(-n2c(Cl)nc(C(F)(F)F)cc2=O)c(F)cc1Cl. Reactants: C(=O)([O-])[O-].[K+].[K+] (K2CO3), FC(C(=O)O)(F)F.CC1(NC(CC(C1)=C)(C)C)C (2,2,6,6-tetramethyl-4-methylenepiperidine 2,2,2-trifluoroacetate), B1C2CCCC1CCC2 (9-BBN), C(Cl)Cl (CH2Cl2), ClC=1N=NC=C(C1)Cl (3,5-dichloropyridazine). The reagents and catalysts are C1=CC=C(C=C1)P([C-]2C=CC=C2)C3=CC=CC=C3.C1=CC=C(C=C1)P([C-]2C=CC=C2)C3=CC=CC=C3.Cl[Pd]Cl.[Fe+2] (PdCl2(dppf)). The solvent is O1CCOCC1 (1,4-dioxane), O (H2O), CCOC(=O)C (EtOAc). Reaction conditions: temperature 65 celsius. The product is ClC=1N=NC(=CC1)CC1CC(NC(C1)(C)C)(C)C (3-chloro-6-((2,2,6,6-tetramethylpiperidin-4-yl)methyl)pyridazine). Isolated yield 99.7%. Reaction SMILES: FC(F)(F)C(O)=O.[CH3:8][C:9]1([CH3:18])[CH2:14][C:13](=[CH2:15])[CH2:12][C:11]([CH3:17])([CH3:16])[NH:10]1.B1C2CCCC1CCC2.[Cl:28][C:29]1[N:30]=[N:31][CH:32]=[C:33](Cl)[CH:34]=1.C([O-])([O-])=O.[K+].[K+].C(Cl)Cl>O1CCOCC1.CCOC(C)=O.C1C=CC(P(C2C=CC=CC=2)[C-]2C=CC=C2)=CC=1.C1C=CC(P(C2C=CC=CC=2)[C-]2C=CC=C2)=CC=1.Cl[Pd]Cl.[Fe+2].O>[Cl:28][C:29]1[N:30]=[N:31][C:32]([CH2:15][CH:13]2[CH2:12][C:11]([CH3:17])([CH3:16])[NH:10][C:9]([CH3:18])([CH3:8])[CH2:14]2)=[CH:33][CH:34]=1 |f:0.1,4.5.6,10.11.12.13|. Procedure details: To 50 mL flask was added 2,2,6,6-tetramethyl-4-methylenepiperidine 2,2,2-trifluoroacetate (1.1 g, 4.12 mmol) and 9-BBN (0.5 M in THF) (16.5 mL, 8.23 mmol) and the reaction mixture was heated at 65° C. for 1 h. The reaction was cooled to RT and 3,5-dichloropyridazine (0.61 g, 4.12 mmol), K2CO3 (1.7 g, 12.35 mmol), and PdCl2(dppf).CH2Cl2 (0.17 g, 0.21 mmol) in 1,4-dioxane (8.5 mL)/H2O (1.7 mL) were added and heated at 60° C. overnight. The reaction mixture was cooled to RT, diluted with EtOAc, fil...